Task: describe an organic reaction: reactants, conditions, products, and yield. Dataset: the Open Reaction Database (ORD), a public repository of structured organic reaction records Reactants: C(C)C1=C(C=C(C=C1OC)C1CN(CCC1=O)C)OC (3-(4-ethyl-3,5-dimethoxy-phenyl)-1-methyl-piperidin-4-one), COC(=O)CP(=O)(OC)OC (trimethyl phosphonoacetate), [H-].[Na+] (sodium hydride), ice water. Solvent: O1CCCC1 (tetrahydrofuran), O1CCCC1 (tetrahydrofuran), O1CCCC1 (tetrahydrofuran). Run at time 30 minute. Product: C(C)C1=C(C=C(C=C1OC)C\1CN(CC/C1=C\C(=O)OC)C)OC (methyl (E)-[3-(4-ethyl-3,5-dimethoxy-phenyl)-1-methyl-piperidin-4-ylidene]acetate). Yield: 91.2%. As a reaction SMILES: [CH3:1][O:2][C:3]([CH2:5]P(OC)(OC)=O)=[O:4].[H-].[Na+].[CH2:14]([C:16]1[C:21]([O:22][CH3:23])=[CH:20][C:19]([CH:24]2[C:29](=O)[CH2:28][CH2:27][N:26]([CH3:31])[CH2:25]2)=[CH:18][C:17]=1[O:32][CH3:33])[CH3:15]>O1CCCC1>[CH2:14]([C:16]1[C:17]([O:32][CH3:33])=[CH:18][C:19]([CH:24]2[CH2:25][N:26]([CH3:31])[CH2:27][CH2:28]/[C:29]/2=[CH:5]\[C:3]([O:2][CH3:1])=[O:4])=[CH:20][C:21]=1[O:22][CH3:23])[CH3:15] |f:1.2|. Reported procedure: A solution of 39 ml (262.4 mmol) of trimethyl phosphonoacetate in 450 ml of tetrahydrofuran was added dropwise at 0° to a suspension of 9.54 g (238.5 mmol) of sodium hydride (55% in mineral oil) in 450 ml of tetrahydrofuran and the mixture was stirred for 30 minutes. Subsequently, the white suspension was treated with a solution of 33.15 g (119.5 mmol) of 3-(4-ethyl-3,5-dimethoxy-phenyl)-1-methyl-piperidin-4-one in 450 ml of tetrahydrofuran and the mixture was stirred at 50° for 2 hours. After c... Starting materials: O=C1CCCCCN1, CN([SiH](C)C)[Si](C)(C)C, N, O=C1NS(=O)(=O)c2ccccc21. Product: C[Si](C)(C)N1CCCCCC1=O. RXN SMILES: [C:1]1(=[O:8])[CH2:2][CH2:3][CH2:4][CH2:5][CH2:6][NH:7]1.[CH3:21][SiH:22]([CH3:23])[N:28]([Si:24]([CH3:25])([CH3:26])[CH3:27])[CH3:29].[NH3:30].[O:9]=[C:10]1[c:11]2[c:12]([cH:13][cH:14][cH:15][cH:16]2)[S:17](=[O:18])(=[O:19])[NH:20]1>>[C:1]1(=[O:8])[CH2:2][CH2:3][CH2:4][CH2:5][CH2:6][N:7]1[Si:24]([CH3:25])([CH3:26])[CH3:27]. Starting materials: C(C)(C)C=1OC=C(N1)CP(OCC)(OCC)=O (diethyl [(2-isopropyl-1,3-oxazol-4-yl)methyl]phosphonate), [H-].[Na+] (sodium hydride), O (Water), COCOC1=NN(C=C1C=O)C1=CC=CC=C1 (3-(Methoxymethoxy)-1-phenyl-1H-pyrazole-4-carbaldehyde). The solvent is O1CCCC1 (tetrahydrofuran). Reaction conditions: time 30 minute. Yields the product C(C)(C)C=1OC=C(N1)\C=C/C=1C(=NN(C1)C1=CC=CC=C1)OCOC (2-isopropyl-4-{(Z)-2-[3-(methoxymethoxy)-1-phenyl-1H-pyrazol-4-yl]ethenyl}-1,3-oxazole). Yield: 1.3%. As a reaction SMILES: [CH:1]([C:4]1[O:5][CH:6]=[C:7]([CH2:9]P(=O)(OCC)OCC)[N:8]=1)([CH3:3])[CH3:2].[H-].[Na+].[CH3:20][O:21][CH2:22][O:23][C:24]1[C:28]([CH:29]=O)=[CH:27][N:26]([C:31]2[CH:36]=[CH:35][CH:34]=[CH:33][CH:32]=2)[N:25]=1.O>O1CCCC1>[CH:1]([C:4]1[O:5][CH:6]=[C:7](/[CH:9]=[CH:29]\[C:28]2[C:24]([O:23][CH2:22][O:21][CH3:20])=[N:25][N:26]([C:31]3[CH:36]=[CH:35][CH:34]=[CH:33][CH:32]=3)[CH:27]=2)[N:8]=1)([CH3:2])[CH3:3] |f:1.2|. Procedure details: To a solution of diethyl [(2-isopropyl-1,3-oxazol-4-yl)methyl]phosphonate (1.16 g) in tetrahydrofuran (15 mL) was added sodium hydride (60% in oil, 0.24 g) at room temperature, and the mixture was stirred for 30 min. 3-(Methoxymethoxy)-1-phenyl-1H-pyrazole-4-carbaldehyde (1.57 g) was added to the reaction mixture and the mixture was heated under reflux for 1.5 hrs. Water was poured into the reaction mixture, and the mixture was extracted with ethyl acetate. The ethyl acetate layer was washed wit... Starting materials: C(C1=CC=CC=C1)(C1=CC=CC=C1)(C1=CC=CC=C1)NC=1SC=C(N1)/C(/C(=O)O)=N/OC1C(NCC1)=O ((Z)-2-(2-tritylaminothiazol-4-yl)-2-[(2-pyrrolidon-3-yl)oxyimino]acetic acid), CO (methanol). Run in O (water). The product is NC=1SC=C(N1)/C(/C(=O)O)=N/OC1C(NCC1)=O ((Z)-2-(2-aminothiazol-4-yl)-2-[(2-pyrrolidon-3-yl)oxyimino]acetic acid). Isolated yield 60.8%. As a reaction SMILES: C([NH:20][C:21]1[S:22][CH:23]=[C:24](/[C:26](=[N:30]/[O:31][CH:32]2[CH2:36][CH2:35][NH:34][C:33]2=[O:37])/[C:27]([OH:29])=[O:28])[N:25]=1)(C1C=CC=CC=1)(C1C=CC=CC=1)C1C=CC=CC=1.CO>O>[NH2:20][C:21]1[S:22][CH:23]=[C:24](/[C:26](=[N:30]/[O:31][CH:32]2[CH2:36][CH2:35][NH:34][C:33]2=[O:37])/[C:27]([OH:29])=[O:28])[N:25]=1. Reported procedure: 49 g of (Z)-2-(2-tritylaminothiazol-4-yl)-2-[(2-pyrrolidon-3-yl)oxyimino]acetic acid are suspended in a solution of one liter of methanol containing 40 ml of water, and the suspension is refluxed for 2 hours with heating. After cooling, crystalline precipitates are collected by filtration, and the crystals are washed with ethyl acetate. The crystals are recrystallized from a mixture of 500 ml of methanol and 50 ml of water, and dried at 70° C. under reduced pressure. 15.7 g of (Z)-2-(2-aminothia... Reactants: COC1=CC=C(C2=C1OC1=C2C=CC=C1)C1(CC=2C(NC(=NC2CC1)C)=O)C#N (6-(4-Methoxydibenzo[b,d]furan-1-yl)-2-methyl-4-oxo-3,4,5,6,7,8-hexahydroquinazoline-6-carbonitrile), C(C)OC(CBr)=O (ethylbromoacetate), C([O-])([O-])=O.[Cs+].[Cs+] (cesium carbonate). Run in CN(C)C=O (DMF), O (water). Run at time 1 hour. Product: C(#N)C1(CC=2C(=NC(=NC2CC1)C)OCC(=O)OCC)C1=CC=C(C=2OC3=C(C21)C=CC=C3)OC (Ethyl {[6-cyano-6-(4-methoxydibenzo[b,d]furan-1-yl)-2-methyl-5,6,7,8-tetrahydro quinazolin-4-yl]oxy}acetate). RXN SMILES: [CH3:1][O:2][C:3]1[C:8]2[O:9][C:10]3[CH:15]=[CH:14][CH:13]=[CH:12][C:11]=3[C:7]=2[C:6]([C:16]2([C:28]#[N:29])[CH2:25][CH2:24][C:23]3[N:22]=[C:21]([CH3:26])[NH:20][C:19](=[O:27])[C:18]=3[CH2:17]2)=[CH:5][CH:4]=1.[CH2:30]([O:32][C:33](=[O:36])[CH2:34]Br)[CH3:31].C(=O)([O-])[O-].[Cs+].[Cs+]>CN(C=O)C.O>[C:28]([C:16]1([C:6]2[C:7]3[C:11]4[CH:12]=[CH:13][CH:14]=[CH:15][C:10]=4[O:9][C:8]=3[C:3]([O:2][CH3:1])=[CH:4][CH:5]=2)[CH2:25][CH2:24][C:23]2[N:22]=[C:21]([CH3:26])[N:20]=[C:19]([O:27][CH2:34][C:33]([O:32][CH2:30][CH3:31])=[O:36])[C:18]=2[CH2:17]1)#[N:29] |f:2.3.4|. Procedure details: To a solution of the compound obtained in example 21 (150 mg, 1.76 mmles) in dry DMF (5 ml) was added ethylbromoacetate (322.3 mg, 1.93 mmol) and cesium carbonate (688 mg, 2.11 mmol). The reaction mass was stirred at room temperature for 1 hr, diluted with water and extracted with ethyl acetate. The organic layer was washed with water followed by brine and dried over sodium sulfate and concentrated under vacuum. The crude product was purified by column chromatography to get both pure compounds. Starting materials: BrC=1C=NC=C(C=O)C1 (5-bromonicotinaldehyde), C(C)S(=O)(=O)N (ethanesulfonamide), solution, C(C)[Mg]Br (ethylmagnesium bromide), CCOCC (ether), [NH4+].[Cl-] (NH4Cl). Reagents/catalysts: CC([O-])C.CC([O-])C.CC([O-])C.CC([O-])C.[Ti+4] (titanium tetra-isopropoxide). Solvent: C1(=CC=CC=C1)C (toluene). Conditions: temperature 110 celsius, time 2.5 hour. The product is BrC=1C=C(C=NC1)C(CC)NS(=O)(=O)CC ((rac)-N-(1-(5-Bromopyridin-3-yl)propyl)ethanesulfonamide). Isolated yield 56.0%. RXN SMILES: [Br:1][C:2]1[CH:3]=[N:4][CH:5]=[C:6]([CH:9]=1)[CH:7]=O.[CH2:10]([S:12]([NH2:15])(=[O:14])=[O:13])[CH3:11].[CH2:16]([Mg]Br)[CH3:17].CCOCC.[NH4+].[Cl-]>CC(C)[O-].CC(C)[O-].CC(C)[O-].CC(C)[O-].[Ti+4].C1(C)C=CC=CC=1>[Br:1][C:2]1[CH:9]=[C:6]([CH:7]([NH:15][S:12]([CH2:10][CH3:11])(=[O:14])=[O:13])[CH2:16][CH3:17])[CH:5]=[N:4][CH:3]=1 |f:4.5,6.7.8.9.10|. Procedure details: A flask was charged with 5-bromonicotinaldehyde (0.5 g, 2.69 mmol), ethanesulfonamide (0.367 g, 3.36 mmol) and toluene (25 mL), then titanium tetra-isopropoxide (1.53 g, 5.38 mmol) was added dropwise. The reaction mixture was heated to 110° C. over night and then concentrated in vacuo. The residue was dissolved in THF (25 mL) and cooled down to −40° C. A 3 M solution of ethylmagnesium bromide in ether (2.24 mL, 6.72 mmol) was added dropwise at this temperature and the resulting mixture was slowl...